This data is from the Open Reaction Database (ORD), a public repository of structured organic reaction records. The task is: describe an organic reaction: reactants, conditions, products, and yield The reactants are [BH4-], CO, O=CC1CCCCC1, COCCCN1CCOc2ccc(COC3CN(C(=O)OCc4ccccc4)CCC3c3ccc(OCCN)cc3)cc21, [Na+], [Na+], [OH-]. The product is COCCCN1CCOc2ccc(COC3CN(C(=O)OCc4ccccc4)CCC3c3ccc(OCCNCC4CCCCC4)cc3)cc21. Reaction SMILES: [BH4-:52].[CH3:56][OH:57].[CH:44]1([CH:50]=[O:51])[CH2:45][CH2:46][CH2:47][CH2:48][CH2:49]1.[NH2:1][CH2:2][CH2:3][O:4][c:5]1[cH:6][cH:7][c:8]([CH:11]2[CH:12]([O:27][CH2:28][c:29]3[cH:30][cH:31][c:32]4[c:33]([cH:43]3)[N:34]([CH2:38][CH2:39][CH2:40][O:41][CH3:42])[CH2:35][CH2:36][O:37]4)[CH2:13][N:14]([C:17](=[O:18])[O:19][CH2:20][c:21]3[cH:22][cH:23][cH:24][cH:25][cH:26]3)[CH2:15][CH2:16]2)[cH:9][cH:10]1.[Na+:53].[Na+:55].[OH-:54]>>[NH:1]([CH2:2][CH2:3][O:4][c:5]1[cH:6][cH:7][c:8]([CH:11]2[CH:12]([O:27][CH2:28][c:29]3[cH:30][cH:31][c:32]4[c:33]([cH:43]3)[N:34]([CH2:38][CH2:39][CH2:40][O:41][CH3:42])[CH2:35][CH2:36][O:37]4)[CH2:13][N:14]([C:17](=[O:18])[O:19][CH2:20][c:21]3[cH:22][cH:23][cH:24][cH:25][cH:26]3)[CH2:15][CH2:16]2)[cH:9][cH:10]1)[CH2:50][CH:44]1[CH2:45][CH2:46][CH2:47][CH2:48][CH2:49]1. Reactants: CN1CCN(C2CCC(n3nc(-c4ccc(Oc5ccc(C#N)cc5)cc4)c4c(N)ncnc43)CC2)CC1, [Na+], C1COCCO1, [OH-], O, OO, O=C(O)CC(O)(CC(=O)O)C(=O)O. Product: CN1CCN(C2CCC(n3nc(-c4ccc(Oc5ccc(C(N)=O)cc5)cc4)c4c(N)ncnc43)CC2)CC1. RXN SMILES: [NH2:1][c:2]1[c:3]2[c:4]([n:5][cH:6][n:7]1)[n:8]([CH:26]1[CH2:27][CH2:28][CH:29]([N:32]3[CH2:33][CH2:34][N:35]([CH3:38])[CH2:36][CH2:37]3)[CH2:30][CH2:31]1)[n:9][c:10]2-[c:11]1[cH:12][cH:13][c:14]([O:15][c:16]2[cH:17][cH:18][c:19]([C:20]#[N:21])[cH:22][cH:23]2)[cH:24][cH:25]1.[Na+:40].[O:56]1[CH2:57][CH2:58][O:59][CH2:60][CH2:61]1.[OH-:39].[OH2:62].[OH:41][OH:42].[OH:43][C:44]([CH2:45][C:46]([C:47](=[O:48])[OH:49])([CH2:50][C:51](=[O:52])[OH:53])[OH:54])=[O:55]>>[NH2:1][c:2]1[c:3]2[c:4]([n:5][cH:6][n:7]1)[n:8]([CH:26]1[CH2:27][CH2:28][CH:29]([N:32]3[CH2:33][CH2:34][N:35]([CH3:38])[CH2:36][CH2:37]3)[CH2:30][CH2:31]1)[n:9][c:10]2-[c:11]1[cH:12][cH:13][c:14]([O:15][c:16]2[cH:17][cH:18][c:19]([C:20]([NH2:21])=[O:43])[cH:22][cH:23]2)[cH:24][cH:25]1. Starting materials: OC1=C(C=CC=C1C(CC(=O)C1CCOCC1)=O)C1=CC=CC=C1 (1-(2-hydroxybiphenyl-3-yl)-3-(tetrahydro-2H-pyran-4-yl)propane-1,3-dione). Reagents/catalysts: [Cu](Cl)Cl (copper (II) chloride). Run in C(C)O (ethanol). Run at temperature 140 celsius. Yields the product C1(=CC=CC=C1)C=1C=CC=C2C(C=C(OC12)C1CCOCC1)=O (8-Phenyl-2-(tetrahydro-2H-pyran-4-yl)-4H-chromen-4-one). RXN SMILES: [OH:1][C:2]1[C:7]([C:8](=[O:18])[CH2:9][C:10]([CH:12]2[CH2:17][CH2:16][O:15][CH2:14][CH2:13]2)=O)=[CH:6][CH:5]=[CH:4][C:3]=1[C:19]1[CH:24]=[CH:23][CH:22]=[CH:21][CH:20]=1>[Cu](Cl)Cl.C(O)C>[C:19]1([C:3]2[CH:4]=[CH:5][CH:6]=[C:7]3[C:2]=2[O:1][C:10]([CH:12]2[CH2:13][CH2:14][O:15][CH2:16][CH2:17]2)=[CH:9][C:8]3=[O:18])[CH:20]=[CH:21][CH:22]=[CH:23][CH:24]=1. Procedure: A 5 mL microwave vial was charged with a magnetic stirring bar, crude 1-(2-hydroxybiphenyl-3-yl)-3-(tetrahydro-2H-pyran-4-yl)propane-1,3-dione (320 mg, 1 mmol), ethanol (3 mL), and copper (II) chloride (13 mg, 0.1 mmol). The reaction vial was sealed, the reaction mixture magnetically stirred and heated via microwave irradiation to 140° C. for 10 minutes. The resulting solution was concentrated in vacuo and purified by high-pressure liquid chromatography to give 8-phenyl-2-(tetrahydro-2H-pyran-4-... Starting materials: C1CCOC1, [Li]CCCC, CCOC(=O)c1ccc(N(C)C)cc1, CC#N, CCOC(C)=O. The product is CN(C)c1ccc(C(=O)CC#N)cc1. Reaction SMILES: [CH2:23]1[O:24][CH2:25][CH2:26][CH2:27]1.[CH2:4]([Li:5])[CH2:6][CH2:7][CH3:8].[CH2:9]([O:10][C:12]([c:13]1[cH:14][cH:15][c:16]([N:19]([CH3:20])[CH3:21])[cH:17][cH:18]1)=[O:22])[CH3:11].[CH3:1][C:2]#[N:3].[CH3:28][CH2:29][O:30][C:31](=[O:32])[CH3:33]>>[CH2:1]([C:2]#[N:3])[C:12]([c:13]1[cH:14][cH:15][c:16]([N:19]([CH3:20])[CH3:21])[cH:17][cH:18]1)=[O:22]. Starting materials: Cl (HCl), O1CCOCC1 (1,4-dioxan), O[C@H]1CO[C@H]2[C@@H]1N(C[C@H]2C)C([C@H](C(C)(C)C)NC(OC(C)(C)C)=O)=O (tert-butyl (S)-1-((3R,3aR,6R,6aR)-3-hydroxy-6-methyldihydro-2H-furo[3,2-b]pyrrol-4(5H,6H,6aH)-yl)-3,3-dimethyl-1-oxobutan-2-ylcarbamate). Reaction conditions: time 90 minute. Yields the product Cl.N[C@H](C(=O)N1[C@H]2[C@@H]([C@@H](C1)C)OC[C@@H]2O)C(C)(C)C ((S)-2-amino-1-((3R,3aR,6R,6aR)-3-hydroxy-6-methyldihydro-2H-furo[3,2-b]pyrrol-4(5H,6H,6aH)-yl)-3,3-dimethylbutan-1-one, hydrochloride). Reaction SMILES: [ClH:1].O1CCOCC1.[OH:8][C@@H:9]1[C@H:13]2[N:14]([C:18](=[O:32])[C@@H:19]([NH:24]C(=O)OC(C)(C)C)[C:20]([CH3:23])([CH3:22])[CH3:21])[CH2:15][C@@H:16]([CH3:17])[C@H:12]2[O:11][CH2:10]1>>[ClH:1].[NH2:24][C@@H:19]([C:20]([CH3:21])([CH3:23])[CH3:22])[C:18]([N:14]1[CH2:15][C@@H:16]([CH3:17])[C@H:12]2[O:11][CH2:10][C@H:9]([OH:8])[C@@H:13]12)=[O:32] |f:3.4|. Reported procedure: A solution of 4N HCl in 1,4-dioxan (20 mL, 80 mmol) was added to tert-butyl (S)-1-((3R,3aR,6R,6aR)-3-hydroxy-6-methyldihydro-2H-furo[3,2-b]pyrrol-4(5H,6H,6aH)-yl)-3,3-dimethyl-1-oxobutan-2-ylcarbamate (1.43 g, assuming 4.0 mmol). The solution was stirred for 90 minutes then the solvents were removed in vacuo and the residue azeotroped with TBME (3×25 mL) to leave (S)-2-amino-1-((3R,3aR,6R,6aR)-3-hydroxy-6-methyldihydro-2H-furo[3,2-b]pyrrol-4(5H,6H,6aH)-yl)-3,3-dimethylbutan-1-one, hydrochloride ... Reactants: C(=S)(N1C(C=CC=C1)=O)N1C(C=CC=C1)=O (1,1′-Thiocarbonyldi-2-pyridone), NC=1C(=C(CNC(C(C)(C(F)(F)F)C)=O)C=CC1Cl)Cl (N-(3-amino-2,4-dichloro-benzyl)-2-methyl-2-trifluoromethyl-propionamide). The solvent is O1CCOCC1 (dioxane), O (water), O1CCOCC1 (dioxane). Product: ClC1=C(CNC(C(C)(C(F)(F)F)C)=O)C=CC(=C1N=C=S)Cl (N-(2,4-Dichloro-3-isothiocyanato-benzyl)-2-methyl-2-trifluoromethyl-propionamide). As a reaction SMILES: [C:1](N1C=CC=CC1=O)(N1C=CC=CC1=O)=[S:2].[NH2:17][C:18]1[C:19]([Cl:36])=[C:20]([CH:32]=[CH:33][C:34]=1[Cl:35])[CH2:21][NH:22][C:23](=[O:31])[C:24]([CH3:30])([C:26]([F:29])([F:28])[F:27])[CH3:25]>O.O1CCOCC1>[Cl:36][C:19]1[C:18]([N:17]=[C:1]=[S:2])=[C:34]([Cl:35])[CH:33]=[CH:32][C:20]=1[CH2:21][NH:22][C:23](=[O:31])[C:24]([CH3:30])([C:26]([F:27])([F:28])[F:29])[CH3:25]. Reported procedure: 1,1′-Thiocarbonyldi-2-pyridone (3.12 g, 13 mmol) is added to a mixture of N-(3-amino-2,4-dichloro-benzyl)-2-methyl-2-trifluoromethyl-propionamide (3.90 g, 11.8 mmol) and dioxane (135 mL) and stirred at reflux overnight. The mixture is diluted with water, most of the dioxane is removed under reduced pressure and the resulting precipitate is filtered, washed with water and dried. Starting materials: ClCCl, CC(C)(C)OC(=O)c1ccc(C(C(=O)Nc2ccccc2)C(=O)Nc2ccccc2)cc1, O=C(O)C(F)(F)F. The product is O=C(O)c1ccc(C(C(=O)Nc2ccccc2)C(=O)Nc2ccccc2)cc1. RXN SMILES: [Cl:40][CH2:41][Cl:42].[NH:1]([c:2]1[cH:3][cH:4][cH:5][cH:6][cH:7]1)[C:8]([CH:9]([C:10](=[O:11])[NH:12][c:13]1[cH:14][cH:15][cH:16][cH:17][cH:18]1)[c:19]1[cH:20][cH:21][c:22]([C:23](=[O:24])[O:25][C:26]([CH3:27])([CH3:28])[CH3:29])[cH:30][cH:31]1)=[O:32].[OH:33][C:34]([C:35]([F:36])([F:37])[F:38])=[O:39]>>[NH:1]([c:2]1[cH:3][cH:4][cH:5][cH:6][cH:7]1)[C:8]([CH:9]([C:10](=[O:11])[NH:12][c:13]1[cH:14][cH:15][cH:16][cH:17][cH:18]1)[c:19]1[cH:20][cH:21][c:22]([C:23](=[O:24])[OH:25])[cH:30][cH:31]1)=[O:32]. The reactants are CCOC(=O)C=CC(=O)N1CC(C)(C)Oc2ccc([N+](=O)[O-])cc21, CCO, [Na+], [OH-]. Yields the product CC1(C)CN(C(=O)C=CC(=O)O)c2cc([N+](=O)[O-])ccc2O1. RXN SMILES: [CH3:1][C:2]1([CH3:24])[O:3][c:4]2[c:5]([cH:17][c:18]([N+:21](=[O:22])[O-:23])[cH:19][cH:20]2)[N:6]([C:8]([CH:9]=[CH:10][C:11](=[O:12])[O:13][CH2:14][CH3:15])=[O:16])[CH2:7]1.[CH3:27][CH2:28][OH:29].[Na+:26].[OH-:25]>>[CH3:1][C:2]1([CH3:24])[O:3][c:4]2[c:5]([cH:17][c:18]([N+:21](=[O:22])[O-:23])[cH:19][cH:20]2)[N:6]([C:8]([CH:9]=[CH:10][C:11](=[O:12])[OH:13])=[O:16])[CH2:7]1.